Dataset: the Open Reaction Database (ORD), a public repository of structured organic reaction records. Task: describe an organic reaction: reactants, conditions, products, and yield The reactants are OC=1C=C(C(=O)O)C=CC1[N+](=O)[O-] (3-hydroxy-4-nitrobenzoic acid), Cl.C(C)N=C=NCCCN(C)C (1-ethyl-3-(3-dimethylaminopropyl)carbodiimide hydrochloride), ON1N=NC2=C1C=CC=C2 (1-hydroxybenzotriazole), N1CCOCC1 (morpholine). The solvent is CN(C=O)C (N,N-dimethylformamide), C(C)N(CC)CC (triethylamine). Conditions: time 23 hour. Product: OC=1C=C(C(=O)N2CCOCC2)C=CC1[N+](=O)[O-] (3-hydroxy-4-nitrobenzoic acid morpholide). Yield: 57.3%. Reaction SMILES: [OH:1][C:2]1[CH:3]=[C:4]([CH:8]=[CH:9][C:10]=1[N+:11]([O-:13])=[O:12])[C:5]([OH:7])=O.Cl.C(N=C=NCCCN(C)C)C.ON1C2C=CC=CC=2N=N1.[NH:36]1[CH2:41][CH2:40][O:39][CH2:38][CH2:37]1>CN(C)C=O.C(N(CC)CC)C>[OH:1][C:2]1[CH:3]=[C:4]([CH:8]=[CH:9][C:10]=1[N+:11]([O-:13])=[O:12])[C:5]([N:36]1[CH2:41][CH2:40][O:39][CH2:38][CH2:37]1)=[O:7] |f:1.2|. Reported procedure: To a solution of 3-hydroxy-4-nitrobenzoic acid (10.00 g) in dry N,N-dimethylformamide (150 ml), 1-ethyl-3-(3-dimethylaminopropyl)carbodiimide hydrochloride (12.56 g), 1-hydroxybenzotriazole (8.86 g), triethylamine (7.18 g), and morpholine (5.71 g) were added successively. A mixture was stirred at room temperature for 23 hours, and the solvent was evaporated in a bath at 80° C. under reduced pressure to a solution volume of approximately 100 ml. Ethyl acetate (400 ml) was added to the residue, an... Reactants: CC(C)C[Al+]CC(C)C, CO, Cc1ccccc1, CCCCCC, [Cl-], CCOC(=O)C1CCN(CCOC(c2ccc(F)cc2)c2ccc(F)cc2)CC1, [H-], [NH4+]. Yields the product O=CC1CCN(CCOC(c2ccc(F)cc2)c2ccc(F)cc2)CC1. Reaction SMILES: [CH2:31]([Al+:32][CH2:33][CH:34]([CH3:35])[CH3:36])[CH:37]([CH3:38])[CH3:39].[CH3:40][OH:41].[CH3:44][c:45]1[cH:46][cH:47][cH:48][cH:49][cH:50]1.[CH3:51][CH2:52][CH2:53][CH2:54][CH2:55][CH3:56].[Cl-:42].[F:1][c:2]1[cH:3][cH:4][c:5]([CH:8]([O:9][CH2:10][CH2:11][N:12]2[CH2:13][CH2:14][CH:15]([C:18](=[O:19])[O:20][CH2:21][CH3:22])[CH2:16][CH2:17]2)[c:23]2[cH:24][cH:25][c:26]([F:29])[cH:27][cH:28]2)[cH:6][cH:7]1.[H-:30].[NH4+:43]>>[F:1][c:2]1[cH:3][cH:4][c:5]([CH:8]([O:9][CH2:10][CH2:11][N:12]2[CH2:13][CH2:14][CH:15]([CH:18]=[O:19])[CH2:16][CH2:17]2)[c:23]2[cH:24][cH:25][c:26]([F:29])[cH:27][cH:28]2)[cH:6][cH:7]1. Reactants: C(CCC)N=C(C=1C(C(=O)O)=C(C(=C(C1Cl)Cl)Cl)Cl)O (tetrachlorophthalic acid N-n-butylimide), C1(=CC=CC=C1)S (thiophenol), C([O-])([O-])=O.[K+].[K+] (potassium carbonate). Solvent: C(C)(=O)OCC (ethyl acetate). Product: C(CCC)N=C(C=1C(C(=O)O)=C(C(=C(C1SC1=CC=CC=C1)SC1=CC=CC=C1)SC1=CC=CC=C1)SC1=CC=CC=C1)O (Tetrakis-(phenylthio)-phthalic acid N-n-butylimide). RXN SMILES: [CH2:1]([N:5]=[C:6]([OH:20])[C:7]1[C:8](=[C:12](Cl)[C:13](Cl)=[C:14](Cl)[C:15]=1Cl)[C:9]([OH:11])=[O:10])[CH2:2][CH2:3][CH3:4].[C:21]1([SH:27])[CH:26]=[CH:25][CH:24]=[CH:23][CH:22]=1.C(=O)([O-])[O-].[K+].[K+]>C(OCC)(=O)C>[CH2:1]([N:5]=[C:6]([OH:20])[C:7]1[C:8](=[C:12]([S:27][C:21]2[CH:26]=[CH:25][CH:24]=[CH:23][CH:22]=2)[C:13]([S:27][C:21]2[CH:26]=[CH:25][CH:24]=[CH:23][CH:22]=2)=[C:14]([S:27][C:21]2[CH:26]=[CH:25][CH:24]=[CH:23][CH:22]=2)[C:15]=1[S:27][C:21]1[CH:26]=[CH:25][CH:24]=[CH:23][CH:22]=1)[C:9]([OH:11])=[O:10])[CH2:2][CH2:3][CH3:4] |f:2.3.4|. Procedure: 20 g (58.65 millimols) of tetrachlorophthalic acid N-n-butylimide, 26.49 g (240.5 millimols) of thiophenol, 49.04 g (355 millimols) of potassium carbonate and 200 ml of ethyl acetate are stirred at 25° C. for 18 hours and worked up as described in the preceding examples. After recrystallisation from toluene/cyclohexane, 35.99 g (97% of theory) of tetrakis-(phenylthio)-phthalic acid N-n-butylimide are obtained: melting point 159°-60° C. Reactants: C1(CCCCC1)=O (cyclohexanone), BrC(C(=O)OCC)(F)F (ethyl 2-bromo-2,2-difluoroacetate), C1CCOC1 (THF). The reagents and catalysts are [Zn] (zinc). The solvent is CCOCC (ether). Product: FC(C(=O)OCC)(C1(CCCCC1)O)F (ethyl 2,2-difluoro-2-(1-hydroxycyclohexyl)acetate). Yield: 69.3%. RXN SMILES: [C:1]1(=[O:7])[CH2:6][CH2:5][CH2:4][CH2:3][CH2:2]1.Br[C:9]([F:16])([F:15])[C:10]([O:12][CH2:13][CH3:14])=[O:11].C1COCC1>CCOCC.[Zn]>[F:15][C:9]([F:16])([C:1]1([OH:7])[CH2:6][CH2:5][CH2:4][CH2:3][CH2:2]1)[C:10]([O:12][CH2:13][CH3:14])=[O:11]. Procedure details: A stirred suspension of zinc (0.981 g, 15.01 mmol) in a solution of cyclohexanone (0.491 g, 5.0 mmol) and ethyl 2-bromo-2,2-difluoroacetate (2.031 g, 10.01 mmol) in an. THF (5 mL) was sonicated for 4-5 h and then heated to reflux for 1-2 h. The reaction mixture was cooled and diluted with ether and washed with 1 N HCl, satd. NaHCO3, water, brine and dried (MgSO4). Evaporation of solvents afforded an oil which was purified by silica gel FCC (5-10% EtOAc in DCM) to afford ethyl 2,2-difluoro-2-(1-h...